From a dataset of the Open Reaction Database (ORD), a public repository of structured organic reaction records. describe an organic reaction: reactants, conditions, products, and yield RXN SMILES: [Cl:1][c:2]1[cH:3][c:4]([N:19]([S:20](=[O:21])(=[O:22])[c:23]2[cH:24][c:25]([C:29]([F:30])([F:31])[F:32])[cH:26][cH:27][cH:28]2)[CH2:33][O:34][CH3:35])[c:5]([CH:8]([OH:9])[c:10]2[c:11]([F:18])[cH:12][cH:13][cH:14][c:15]2[O:16][CH3:17])[n:6][cH:7]1.[Cl:48][CH2:49][Cl:50].[Na+:36].[Na+:37].[Na+:47].[O-:38][S:39]([O-:40])(=[S:41])=[O:42].[O-:43][C:44]([OH:45])=[O:46]>>[Cl:1][c:2]1[cH:3][c:4]([N:19]([S:20](=[O:21])(=[O:22])[c:23]2[cH:24][c:25]([C:29]([F:30])([F:31])[F:32])[cH:26][cH:27][cH:28]2)[CH2:33][O:34][CH3:35])[c:5]([C:8](=[O:9])[c:10]2[c:11]([F:18])[cH:12][cH:13][cH:14][c:15]2[O:16][CH3:17])[n:6][cH:7]1. Starting materials: COCN(c1cc(Cl)cnc1C(O)c1c(F)cccc1OC)S(=O)(=O)c1cccc(C(F)(F)F)c1, ClCCl, [Na+], [Na+], [Na+], O=S([O-])([O-])=S, O=C([O-])O. The product is COCN(c1cc(Cl)cnc1C(=O)c1c(F)cccc1OC)S(=O)(=O)c1cccc(C(F)(F)F)c1.